Dataset: the Open Reaction Database (ORD), a public repository of structured organic reaction records. Task: describe an organic reaction: reactants, conditions, products, and yield Starting materials: FC(/C=C/[C@@H]1[C@H]([C@H](C[C@H]1OC1OCCCC1)O)C\C=C/CCCC(=O)O)(COC1=CC=CC=C1)F ((Z)-7-((1R,2R,3R,5S)-2-((E)-3,3-difluoro-4-phenoxybut-1-en-1-yl)-5-hydroxy-3-((tetrahydro-2H-pyran-2-yl)oxy)cyclopentyl)hept-5-enoic acid), C1=CC=NC(=C1)SSC2=CC=CC=N2 (2,2′-dipyridyl disulfide), C1(=CC=CC=C1)P(C1=CC=CC=C1)C1=CC=CC=C1 (triphenylphosphine). Run in C=1(C(=CC=CC1)C)C (xylene). Conditions: time 1 hour. The product is FC(/C=C/[C@H]1[C@@H](C[C@@H]2OC(CCC\C=C/C[C@@H]21)=O)OC2OCCCC2)(COC2=CC=CC=C2)F ((8aR,9R,10R,11aS,Z)-9-((E)-3,3-difluoro-4-phenoxybut-1-en-1-yl)-10-((tetrahydro-2H-pyran-2-yl)oxy)-4,5,8,8a,9,10,11,11a-octahydrocyclopenta[b]oxecin-2(3H)-one). Yield: 18.6%. RXN SMILES: [F:1][C:2]([F:35])([CH2:27][O:28][C:29]1[CH:34]=[CH:33][CH:32]=[CH:31][CH:30]=1)/[CH:3]=[CH:4]/[C@H:5]1[C@H:9]([O:10][CH:11]2[CH2:16][CH2:15][CH2:14][CH2:13][O:12]2)[CH2:8][C@H:7](O)[C@@H:6]1[CH2:18]/[CH:19]=[CH:20]\[CH2:21][CH2:22][CH2:23][C:24]([OH:26])=[O:25].C1C=C(SSC2N=CC=CC=2)N=CC=1.C1(P(C2C=CC=CC=2)C2C=CC=CC=2)C=CC=CC=1>C1(C)C(C)=CC=CC=1>[F:1][C:2]([F:35])([CH2:27][O:28][C:29]1[CH:34]=[CH:33][CH:32]=[CH:31][CH:30]=1)/[CH:3]=[CH:4]/[C@@H:5]1[C@@H:6]2[C@@H:7]([O:25][C:24](=[O:26])[CH2:23][CH2:22][CH2:21][CH:20]=[CH:19][CH2:18]2)[CH2:8][C@H:9]1[O:10][CH:11]1[CH2:16][CH2:15][CH2:14][CH2:13][O:12]1. Procedure: A solution of (Z)-7-((1R,2R,3R,5S)-2-((E)-3,3-difluoro-4-phenoxybut-1-en-1-yl)-5-hydroxy-3-((tetrahydro-2H-pyran-2-yl)oxy)cyclopentyl)hept-5-enoic acid (145.0 g from Example 32) in xylene (2 L) was treated with 2,2′-dipyridyl disulfide (90.0 g, 0.41 mol.) and triphenylphosphine (123.0 g, 0.47 mol.). This mixture was then stirred for 1 hr at room temperature under an atmosphere of nitrogen. The resulting mixture was heated to 80° C. for 18 hr (TLC monitoring), followed by removal of xylene under ... Starting materials: [OH-].[Na+] (NaOH), [N+](=O)([O-])C1=CC=C(COC([C@@H](N(C2CC2)C(=O)OC(C)(C)C)CC(C)C)=O)C=C1 (Boc-Cyclopropyl Leucine p-Nitrobenzyl Ester), O (Water). Run in CO (MeOH). Run at time 3 hour. The product is C(=O)(OC(C)(C)C)N([C@@H](CC(C)C)C(=O)O)C1CC1 (Boc-Cyclopropyl-Leucine). As a reaction SMILES: [N+](C1C=CC(C[O:9][C:10](=[O:27])[C@H:11]([CH2:23][CH:24]([CH3:26])[CH3:25])[N:12]([C:16]([O:18][C:19]([CH3:22])([CH3:21])[CH3:20])=[O:17])[CH:13]2[CH2:15][CH2:14]2)=CC=1)([O-])=O.[OH-].[Na+].O>CO>[C:16]([N:12]([CH:13]1[CH2:15][CH2:14]1)[C@H:11]([C:10]([OH:27])=[O:9])[CH2:23][CH:24]([CH3:26])[CH3:25])([O:18][C:19]([CH3:20])([CH3:21])[CH3:22])=[O:17] |f:1.2|. Procedure details: To a suspension of Boc-cyclopropyl leucine p-nitrobenzyl ester (8) (300 mg, 7.9 mmol) in MeOH (20 ml) was added 2N NaOH soln. (7 ml) under ice cooling and the mixture was stirred for 3 hr at room temperature, the starting material gradually dissolved and the mixture turned yellow. Water (10 ml) was added and the MeOH was evaporated in vacuo. The aqueous residue was washed with AcOEt, cooled in an ice bath and acidified by the addition of 10% citric acid to pH 3. The resulting white precipitate w... Reactants: BrCC1CC1, Cc1nc(OCC(=O)NC2CCNCC2)nc(C)c1NC(=O)OC(C)(C)C. Product: Cc1nc(OCC(=O)NC2CCN(CC3CC3)CC2)nc(C)c1NC(=O)OC(C)(C)C. As a reaction SMILES: [Br:28][CH2:29][CH:30]1[CH2:31][CH2:32]1.[CH3:1][c:2]1[n:3][c:4]([O:17][CH2:18][C:19]([NH:20][CH:21]2[CH2:22][CH2:23][NH:24][CH2:25][CH2:26]2)=[O:27])[n:5][c:6]([CH3:16])[c:7]1[NH:8][C:9]([O:10][C:11]([CH3:12])([CH3:13])[CH3:14])=[O:15]>>[CH3:1][c:2]1[n:3][c:4]([O:17][CH2:18][C:19]([NH:20][CH:21]2[CH2:22][CH2:23][N:24]([CH2:29][CH:30]3[CH2:31][CH2:32]3)[CH2:25][CH2:26]2)=[O:27])[n:5][c:6]([CH3:16])[c:7]1[NH:8][C:9]([O:10][C:11]([CH3:12])([CH3:13])[CH3:14])=[O:15].